This data is from the Open Reaction Database (ORD), a public repository of structured organic reaction records. The task is: describe an organic reaction: reactants, conditions, products, and yield The reactants are CC(=O)O (AcOH), S1C=NC(=C1)C=O (thiazole-4-carboxaldehyde), [BH-](OC(=O)C)(OC(=O)C)OC(=O)C.[Na+] (NaBH(OAc)3), Cl.COC([C@@H](N)CC1=CC=CC=C1)=O (L-Phenylalanine methyl ester HCl), C(=O)(O)[O-].[Na+] (NaHCO3). Solvent: C(Cl)Cl (DCM). Run at time 3 hour. The product is C1(=CC=CC=C1)C[C@@H](C(=O)OC)NCC=1N=CSC1 ((S)-Methyl 3-phenyl-2-(thiazol-4-ylmethylamino)propanoate). Isolated yield 81.4%. Reaction SMILES: Cl.[CH3:2][O:3][C:4](=[O:14])[C@H:5]([CH2:7][C:8]1[CH:13]=[CH:12][CH:11]=[CH:10][CH:9]=1)[NH2:6].C([O-])(O)=O.[Na+].CC(O)=O.[S:24]1[CH:28]=[C:27]([CH:29]=O)[N:26]=[CH:25]1.[BH-](OC(C)=O)(OC(C)=O)OC(C)=O.[Na+]>C(Cl)Cl>[C:8]1([CH2:7][C@H:5]([NH:6][CH2:29][C:27]2[N:26]=[CH:25][S:24][CH:28]=2)[C:4]([O:3][CH3:2])=[O:14])[CH:13]=[CH:12][CH:11]=[CH:10][CH:9]=1 |f:0.1,2.3,6.7|. Procedure details: L-Phenylalanine methyl ester HCl 34.8.A (2.15 g, 10.0 mmol) was partitioned with DCM and saturated NaHCO3. The aqueous layer was extracted with DCM (2×). The organic layers were combined, dried with sodium sulfate, filtered, and concentrated. The residue was dissolved in DCM (30 ml) and AcOH (571 μL, 10 mmol), thiazole-4-carboxaldehyde 34.8.B (1.13 g, 10 mmol), and NaBH(OAc)3 (4.24 g, 20 mmol) were added and the reaction mixture was stirred at room temperature for 3 h. The reaction mixture was q... As a reaction SMILES: [CH2:19]1[O:20][CH2:21][CH2:22][CH2:23]1.[CH3:1][NH:2][CH2:3][CH2:4][CH2:5][CH:6]=[CH2:7].[N:8](=[C:9]=[O:10])[CH:11]([C:12](=[O:13])[O:14][CH3:15])[CH:16]([CH3:17])[CH3:18]>>[CH3:1][N:2]([CH2:3][CH2:4][CH2:5][CH:6]=[CH2:7])[C:9]([NH:8][CH:11]([C:12](=[O:13])[O:14][CH3:15])[CH:16]([CH3:17])[CH3:18])=[O:10]. The reactants are C1CCOC1, C=CCCCNC, COC(=O)C(N=C=O)C(C)C. The product is C=CCCCN(C)C(=O)NC(C(=O)OC)C(C)C. Run at temperature -70 celsius. Isolated yield 33.3%. As a reaction SMILES: Br[C:2]1[S:3][CH:4]=[CH:5][N:6]=1.C([Li])CCC.[CH3:12][C:13]([O:16][C:17](=[O:28])[NH:18][CH2:19][CH2:20][CH2:21][C:22](NCOC)=[O:23])([CH3:15])[CH3:14]>O1CCCC1.CCCCCC>[CH3:15][C:13]([O:16][C:17](=[O:28])[NH:18][CH2:19][CH2:20][CH2:21][C:22](=[O:23])[C:2]1[S:3][CH:4]=[CH:5][N:6]=1)([CH3:12])[CH3:14]. The reactants are CC(C)(C)OC(NCCCC(=O)NCOC)=O ([4-(Methoxymethylamino)-4-oxobutyl]carbamic acid 1,1-dimethylethyl ester), BrC=1SC=CN1 (2-bromothiazole), solution, C(CCC)[Li] (n-butyllithium). Procedure details: A solution of 2-bromothiazole (3.6 g) in dry tetrahydrofuran (100 ml) was cooled to −78° C. under an atmosphere of nitrogen. A 2.5M solution of n-butyllithium in hexane (8.8 ml) was added dropwise over 15 minutes maintaining the temperature below −60° C. The product from step (a) (2.46 g) in tetrahydrofuran (20 ml) was then added over 15 minutes again keeping the temperature below −60° C. The reaction mixture was then maintained at −70° C. for 1 h, then allowed to warm to −10° C. over 1.5 h. The... Product: CC(C)(C)OC(NCCCC(C=1SC=CN1)=O)=O ([4-Oxo-4-(2-thiazolyl)butyl]carbamic acid 1,1-dimethylethyl ester). Run in O1CCCC1 (tetrahydrofuran), O1CCCC1 (tetrahydrofuran), CCCCCC (hexane). Reactants: C(C1=CC=CC=C1)(C1=CC=CC=C1)OCCN1CCNCC1 (N-(2-benzhydroxyethyl)piperazine), COC=1C=C(C=C(C1OCOCCOC)OC)C=CC=CC(=O)N1CSCC1 (N[5-[3,5-dimethoxy-4-(β-methoxyethoxymethoxy)phenyl]-2,4-pentadienoyl)thiazolidine). Run in CN(C=O)C (dimethylformamide), CN(C=O)C (dimethylformamide). Yields the product COC=1C=C(C=C(C1OCOCCOC)OC)C=CC=CC(=O)N1CCN(CC1)CCOC(C1=CC=CC=C1)C1=CC=CC=C1 (N-[5-[3,5-dimethoxy-4-(β-methoxyethoxymethoxy)phenyl]-2,4-pentadienoyl]-N'-(2-benzhydroxyethyl)piperazine). Isolated yield 25.7%. Reaction SMILES: [CH:1]([O:14][CH2:15][CH2:16][N:17]1[CH2:22][CH2:21][NH:20][CH2:19][CH2:18]1)([C:8]1[CH:13]=[CH:12][CH:11]=[CH:10][CH:9]=1)[C:2]1[CH:7]=[CH:6][CH:5]=[CH:4][CH:3]=1.[CH3:23][O:24][C:25]1[CH:26]=[C:27]([CH:40]=[CH:41][CH:42]=[CH:43][C:44](N2CCSC2)=[O:45])[CH:28]=[C:29]([O:38][CH3:39])[C:30]=1[O:31][CH2:32][O:33][CH2:34][CH2:35][O:36][CH3:37]>CN(C)C=O>[CH3:39][O:38][C:29]1[CH:28]=[C:27]([CH:40]=[CH:41][CH:42]=[CH:43][C:44]([N:20]2[CH2:19][CH2:18][N:17]([CH2:16][CH2:15][O:14][CH:1]([C:2]3[CH:3]=[CH:4][CH:5]=[CH:6][CH:7]=3)[C:8]3[CH:13]=[CH:12][CH:11]=[CH:10][CH:9]=3)[CH2:22][CH2:21]2)=[O:45])[CH:26]=[C:25]([O:24][CH3:23])[C:30]=1[O:31][CH2:32][O:33][CH2:34][CH2:35][O:36][CH3:37]. Reported procedure: To a solution of 794 mg (2.68 mmol) of N-(2-benzhydroxyethyl)piperazine in dry dimethylformamide (4 ml) was added, under argon atmosphere, a solution of 1.15 g (2.61 mmol) of N[5-[3,5-dimethoxy-4-(β-methoxyethoxymethoxy)phenyl]-2,4-pentadienoyl)thiazolidine in dry dimethylformamide (4 ml), and the mixture was allowed to react at room temperature for 17 hours. At the end of this time, the reaction mixture was concentrated by evaporation under reduced pressure and the residue was subjected to sili...